Dataset: the Open Reaction Database (ORD), a public repository of structured organic reaction records. Task: describe an organic reaction: reactants, conditions, products, and yield Reactants: C(C1=CC=CC=C1)OC1=C(C=CC=C1)C1=C(C=C(C=C1)Cl)NC(CCl)=O (N-[2-(2-(Benzyloxy)phenyl)-5-chlorophenyl]-2-chloroacetamide), C(O)CN (ethanolamine), CCOC(=O)C (EtOAc). Solvent: C(C)(=O)OC(C)C (isopropyl acetate). Reaction conditions: temperature 55 celsius. Yields the product C(C1=CC=CC=C1)OC1=C(C=CC=C1)C1=C(C=C(C=C1)Cl)NC(CNCCO)=O (N-[2-(2-(Benzyloxy)phenyl)-5-chlorophenyl]-2-[(2-(hydroxy)ethyl)amino]acetamide). Reaction SMILES: [CH2:1]([O:8][C:9]1[CH:14]=[CH:13][CH:12]=[CH:11][C:10]=1[C:15]1[CH:20]=[CH:19][C:18]([Cl:21])=[CH:17][C:16]=1[NH:22][C:23](=[O:26])[CH2:24]Cl)[C:2]1[CH:7]=[CH:6][CH:5]=[CH:4][CH:3]=1.[CH2:27]([CH2:29][NH2:30])[OH:28].CCOC(C)=O>C(OC(C)C)(=O)C>[CH2:1]([O:8][C:9]1[CH:14]=[CH:13][CH:12]=[CH:11][C:10]=1[C:15]1[CH:20]=[CH:19][C:18]([Cl:21])=[CH:17][C:16]=1[NH:22][C:23](=[O:26])[CH2:24][NH:30][CH2:29][CH2:27][OH:28])[C:2]1[CH:7]=[CH:6][CH:5]=[CH:4][CH:3]=1. Reported procedure: To a solution of the product from Step C (6.9165 g, 17.25 mmol) in 25 mL of isopropyl acetate was added ethanolamine (3.84 mL, 63.7 mmol). The reaction was warmed to 55° C. for 4 hours, then cooled to room temperature. The solution was poured into EtOAc, washed with sat. aq. NaHCO3 and brine, dried (Na2SO4), filtered, and concentrated in vacuo. The titled product was obtained as a brown solid. Reactants: O=C([O-])[O-], C1COCCO1, Cc1c(Cl)nnc(N2CCC(N(C)C(=O)OC(C)(C)C)CC2)c1C, [Cs+], [Cs+], O, OB(O)c1ccc(F)cc1. The product is Cc1c(-c2ccc(F)cc2)nnc(N2CCC(N(C)C(=O)OC(C)(C)C)CC2)c1C. As a reaction SMILES: [C:35](=[O:36])([O-:37])[O-:38].[CH2:41]1[O:42][CH2:43][CH2:44][O:45][CH2:46]1.[Cl:1][c:2]1[c:3]([CH3:24])[c:4]([CH3:23])[c:5]([N:8]2[CH2:9][CH2:10][CH:11]([N:14]([C:15]([O:16][C:17]([CH3:18])([CH3:19])[CH3:20])=[O:21])[CH3:22])[CH2:12][CH2:13]2)[n:6][n:7]1.[Cs+:39].[Cs+:40].[OH2:47].[OH:25][B:26]([OH:27])[c:28]1[cH:29][cH:30][c:31]([F:32])[cH:33][cH:34]1>>[c:2]1(-[c:28]2[cH:29][cH:30][c:31]([F:32])[cH:33][cH:34]2)[c:3]([CH3:24])[c:4]([CH3:23])[c:5]([N:8]2[CH2:9][CH2:10][CH:11]([N:14]([C:15]([O:16][C:17]([CH3:18])([CH3:19])[CH3:20])=[O:21])[CH3:22])[CH2:12][CH2:13]2)[n:6][n:7]1. Reactants: ICCCOC1=CC=C(C=C1)NS(=O)(=O)C (N-[4-(3-iodo-1-propyloxy)phenyl]methanesulfonamide), C1CCOC1 (THF), CN (methylamine), O (water). Yields the product I.CNCCCOC1=CC=C(C=C1)NS(=O)(=O)C (N-[4-(3-Methylamino-1-propyloxy)phenyl]methanesulfonamide Hydriodide). The solvent is CCO.C1(=CC=CC=C1)C (EtOH toluene). Isolated yield 99.0%. Reaction SMILES: [I:1][CH2:2][CH2:3][CH2:4][O:5][C:6]1[CH:11]=[CH:10][C:9]([NH:12][S:13]([CH3:16])(=[O:15])=[O:14])=[CH:8][CH:7]=1.C1COCC1.[CH3:22][NH2:23].O>CCO.C1(C)C=CC=CC=1>[IH:1].[CH3:22][NH:23][CH2:2][CH2:3][CH2:4][O:5][C:6]1[CH:11]=[CH:10][C:9]([NH:12][S:13]([CH3:16])(=[O:15])=[O:14])=[CH:8][CH:7]=1 |f:4.5,6.7|. Reported procedure: A mixture of N-[4-(3-iodo-1-propyloxy)phenyl]methanesulfonamide (1.32 g, 3.72 mmol), THF (8 mL), and 40 wt % methylamine in water (16 mL, 0.186 mol) was stirred at room temperature for 2 hours. The mixture was concentrated to give a brown oil, taken up in 2:1 EtOH/toluene, and concentrated to give 1.42 g (99%) of product as a pink solid m.p. 104°-107° C. Run at time 2 hour. Reaction SMILES: [C:1]([O:5][C:6]([NH:8][C:9]1[S:10][C:11]([S:14][CH2:15][CH2:16][C:17]([O:19]C)=[O:18])=[CH:12][N:13]=1)=[O:7])([CH3:4])([CH3:3])[CH3:2].[Li+].[OH-]>C1COCC1.O>[C:1]([O:5][C:6]([NH:8][C:9]1[S:10][C:11]([S:14][CH2:15][CH2:16][C:17]([OH:19])=[O:18])=[CH:12][N:13]=1)=[O:7])([CH3:4])([CH3:2])[CH3:3] |f:1.2,3.4|. The solvent is C1CCOC1.O (THF H2O). The yield is 81.3%. Starting materials: C(C)(C)(C)OC(=O)NC=1SC(=CN1)SCCC(=O)OC (Methyl 3-[2-(tert-butoxycarbonylamino)thiazol-5-yl]sulfanylpropanoate), [Li+].[OH-] (LiOH). Procedure: Methyl 3-[2-(tert-butoxycarbonylamino)thiazol-5-yl]sulfanylpropanoate (9.0 g, 28.3 mmol) was dissolved in THF/H2O (3:1, 200 ml) and LiOH (1.4 g, 57.0 mmol) and the reaction mixture stirred at ambient temperature for 18 hours. The solvent was evaporated under vacuum then diluted with water and acidified with 1 M HCl to pH (4˜5). The solid formed was filtered, and washed with water and dried to give the title compound as a yellow solid (7.0 g, 80% yield) 1H NMR (400 Mz, CDCl3) δ1.57 (s, 9H), 2.69 ... Yields the product C(C)(C)(C)OC(=O)NC=1SC(=CN1)SCCC(=O)O (3-[2-(tert-butoxycarbonylamino)thiazol-5-yl]sulfanylpropanoic acid). The reactants are [OH-].[Na+] (sodium hydroxide), C(C1=CC=CC=C1)(=O)O (benzoic acid), C(CCCCCCC(C)C)O (isodecanol), [OH-].[K+] (KOH), ester. The reagents and catalysts are CCCC[O-].CCCC[O-].CCCC[O-].CCCC[O-].[Ti+4] (butyl titanate). Run in O (water), O (water), O (water). Conditions: temperature 80 celsius, time 3 hour. Yields the product C(C1=CC=CC=C1)(=O)OCCCCCCCC(C)C (isodecyl benzoate). Reaction SMILES: [C:1]([OH:9])(=[O:8])[C:2]1[CH:7]=[CH:6][CH:5]=[CH:4][CH:3]=1.[CH2:10](O)[CH2:11][CH2:12][CH2:13][CH2:14][CH2:15][CH2:16][CH:17]([CH3:19])[CH3:18].[OH-].[K+].[OH-].[Na+]>CCCC[O-].CCCC[O-].CCCC[O-].CCCC[O-].[Ti+4].O>[C:1]([O:9][CH2:10][CH2:11][CH2:12][CH2:13][CH2:14][CH2:15][CH2:16][CH:17]([CH3:19])[CH3:18])(=[O:8])[C:2]1[CH:7]=[CH:6][CH:5]=[CH:4][CH:3]=1 |f:2.3,4.5,6.7.8.9.10|. Reported procedure: A 4 liter distillation flask with top-mounted water separator and reflux condenser and also with a sampling port and thermometer was charged with 976 g of benzoic acid (8 mol), 1872 g (12 mol) of isodecanol (Exxal 10, ExxonMobil) and 0.59 g of butyl titanate (0.06% based on the amount of acid) and this initial charge was heated at boiling under a nitrogen atmosphere. The water of reaction produced during the esterification was taken off at regular intervals. When the acid number fell below 0.1 m... The reactants are COC1=C(C=CC=C1)[N+]1=CC=C(C=C1)OC (1-(2-methoxyphenyl)-4-methoxypyridinium), N (ammonia), N (Ammonia), ice. Solvent: CO (methanol). Conditions: time 72 hour. The product is COC1=C(C=CC=C1)N1C=CC(C=C1)=N (1-(2-methoxyphenyl)-4(1H)-pyridineimine). The yield is 96.0%. Reaction SMILES: [NH3:1].[CH3:2][O:3][C:4]1[CH:9]=[CH:8][CH:7]=[CH:6][C:5]=1[N+:10]1[CH:15]=[CH:14][C:13](OC)=[CH:12][CH:11]=1>CO>[CH3:2][O:3][C:4]1[CH:9]=[CH:8][CH:7]=[CH:6][C:5]=1[N:10]1[CH:15]=[CH:14][C:13](=[NH:1])[CH:12]=[CH:11]1. Procedure details: Ammonia gas was passed into an ice-cooled solution of 3.27 g (10 millimoles) of 1-(2-methoxyphenyl)-4-methoxypyridinium methosulfate in 15 ml of methanol units 2 g of ammonia had been adsorbed. After standing at 25° for 72 hours, the reaction mixture was concentrated, the residue was triturated with cold ethanol and the product was filtered off: 3.01 g (96% yield) of 1-(2-methoxyphenyl)-4(1H)-pyridineimine methosulfate (M.P.=121°-124°) were obtained. The reactants are C(C)(C)(C)OC(COC1=C2C(=C(C(=NC2=C(C=C1)Cl)OC(F)F)CC1=CC=C(C=C1)C1=NN(C=C1)C(C)C)C)=O ({8-chloro-2-difluoromethoxy-3-[4-(1-isopropyl-1H-pyrazol-3-yl)benzyl]-4-methylquinolin-5-yloxy}acetic acid tert-butyl ester), [OH-].[Na+] (sodium hydroxide), Cl (hydrochloric acid). The solvent is O1CCCC1 (tetrahydrofuran). Conditions: time 16 hour. The product is ClC=1C=CC(=C2C(=C(C(=NC12)OC(F)F)CC1=CC=C(C=C1)C1=NN(C=C1)C(C)C)C)OCC(=O)O ({8-chloro-2-difluoromethoxy-3-[4-(1-isopropyl-1H-pyrazol-3-yl)benzyl]-4-methylquinolin-5-yloxy}acetic acid). Isolated yield 23.6%. As a reaction SMILES: C([O:5][C:6](=[O:40])[CH2:7][O:8][C:9]1[CH:18]=[CH:17][C:16]([Cl:19])=[C:15]2[C:10]=1[C:11]([CH3:39])=[C:12]([CH2:24][C:25]1[CH:30]=[CH:29][C:28]([C:31]3[CH:35]=[CH:34][N:33]([CH:36]([CH3:38])[CH3:37])[N:32]=3)=[CH:27][CH:26]=1)[C:13]([O:20][CH:21]([F:23])[F:22])=[N:14]2)(C)(C)C.[OH-].[Na+].Cl>O1CCCC1>[Cl:19][C:16]1[CH:17]=[CH:18][C:9]([O:8][CH2:7][C:6]([OH:40])=[O:5])=[C:10]2[C:15]=1[N:14]=[C:13]([O:20][CH:21]([F:22])[F:23])[C:12]([CH2:24][C:25]1[CH:26]=[CH:27][C:28]([C:31]3[CH:35]=[CH:34][N:33]([CH:36]([CH3:38])[CH3:37])[N:32]=3)=[CH:29][CH:30]=1)=[C:11]2[CH3:39] |f:1.2|. Procedure: A solution of {8-chloro-2-difluoromethoxy-3-[4-(1-isopropyl-1H-pyrazol-3-yl)benzyl]-4-methylquinolin-5-yloxy}acetic acid tert-butyl ester (0.24 g) in tetrahydrofuran (5.0 mL) was treated with 1.0M aqueous sodium hydroxide solution (0.64 mL), and the resulting mixture was stirred at room temperature for 16 hour. The mixture was neutralised by the addition of 1.0M aqueous hydrochloric acid solution (0.64 mL) and then concentrated under reduced pressure. Purification of the residue by preparative r...